From a dataset of the Open Reaction Database (ORD), a public repository of structured organic reaction records. describe an organic reaction: reactants, conditions, products, and yield The reactants are C(=O)([O-])[O-].[Cs+].[Cs+] (Cs2CO3), CC1=NC(=NN1CC=1C=C(C=CC1)O)C1=NC(=NO1)C1=CC=C(C=C1)OC(F)(F)F (3-((5-methyl-3-(3-(4-(trifluoromethoxy)phenyl)-1,2,4-oxadiazol-5-yl)-1H-1,2,4-triazol-1-yl)methyl)phenol), BrC1CCOCC1 (4-bromotetrahydro-2H-pyran). Run in CN(C)C=O (DMF), O (H2O). Reaction conditions: temperature 140 celsius. The product is CC1=NC(=NN1CC1=CC(=CC=C1)OC1CCOCC1)C1=NC(=NO1)C1=CC=C(C=C1)OC(F)(F)F (5-(5-Methyl-1-{[3-(oxan-4-yloxy)phenyl]methyl}-1H-1,2,4-triazol-3-yl)-3-[4-(trifluoromethoxy)phenyl]-1,2,4-oxadiazole). Reaction SMILES: C([O-])([O-])=O.[Cs+].[Cs+].[CH3:7][C:8]1[N:12]([CH2:13][C:14]2[CH:15]=[C:16]([OH:20])[CH:17]=[CH:18][CH:19]=2)[N:11]=[C:10]([C:21]2[O:25][N:24]=[C:23]([C:26]3[CH:31]=[CH:30][C:29]([O:32][C:33]([F:36])([F:35])[F:34])=[CH:28][CH:27]=3)[N:22]=2)[N:9]=1.Br[CH:38]1[CH2:43][CH2:42][O:41][CH2:40][CH2:39]1>CN(C=O)C.O>[CH3:7][C:8]1[N:12]([CH2:13][C:14]2[CH:19]=[CH:18][CH:17]=[C:16]([O:20][CH:38]3[CH2:43][CH2:42][O:41][CH2:40][CH2:39]3)[CH:15]=2)[N:11]=[C:10]([C:21]2[O:25][N:24]=[C:23]([C:26]3[CH:31]=[CH:30][C:29]([O:32][C:33]([F:36])([F:34])[F:35])=[CH:28][CH:27]=3)[N:22]=2)[N:9]=1 |f:0.1.2|. Procedure: A mixture of Cs2CO3 (62.5 mg, 0.192 mmol), 3-((5-methyl-3-(3-(4-(trifluoromethoxy)phenyl)-1,2,4-oxadiazol-5-yl)-1H-1,2,4-triazol-1-yl)methyl)phenol (Example 59; 40.0 mg, 0.096 mmol) and 4-bromotetrahydro-2H-pyran (21.7 uL, 0.192 mmol) in DMF (0.48 mL) was heated at 140° C. for 1 h under microwave irradiation. The mixture was diluted with H2O and extracted with 4:1 CHCl3:i-PrOH. The organic layer was dried over MgSO4 and concentrated under reduced pressure; the residue was dissolved in DMSO and p... Reactants: Cc1c(F)cccc1Cl, [K+], O=[N+]([O-])[O-], O=S(=O)(O)O. The product is Cc1c(F)ccc([N+](=O)[O-])c1Cl. Reaction SMILES: [Cl:1][c:2]1[c:3]([CH3:9])[c:4]([F:8])[cH:5][cH:6][cH:7]1.[K+:10].[O-:11][N+:12]([O-:13])=[O:14].[S:15](=[O:16])(=[O:17])([OH:18])[OH:19]>>[Cl:1][c:2]1[c:3]([CH3:9])[c:4]([F:8])[cH:5][cH:6][c:7]1[N+:12](=[O:11])[O-:13]. Yields the product BrC1=CC(=CC(=C1)[N+](=O)[O-])[N+](=O)[O-] (1-bromo-3,5-dinitrobenzene). Yield: 95.3%. Conditions: temperature 60 celsius, time 2 day. Reaction SMILES: [N+:1]([C:4]1[CH:9]=[CH:8][CH:7]=[C:6]([N+:10]([O-:12])=[O:11])[CH:5]=1)([O-:3])=[O:2].S(=O)(=O)(O)O.C1C(=O)N([Br:25])C(=O)C1>>[Br:25][C:8]1[CH:9]=[C:4]([N+:1]([O-:3])=[O:2])[CH:5]=[C:6]([N+:10]([O-:12])=[O:11])[CH:7]=1. Starting materials: ice water, [N+](=O)([O-])C1=CC(=CC=C1)[N+](=O)[O-] (1,3-Dinitrobenzene), S(O)(O)(=O)=O (sulfuric acid), C1CC(=O)N(C1=O)Br (NBS). Procedure: 1,3-Dinitrobenzene (25 g, 149 mmol) was dissolved in sulfuric acid (44.5 mL, 835 mmol) and NBS (31.8 g, 178 mmol) was added. The mixture was stirred at 60° C. for 2 days. The reaction was cooled to ambient temperature and the mixture was poured into ice water to form a precipitate. The product was collected by filtration, washed with water and hexanes to yield 35.1 g (142 mmol, 96%) of 1-bromo-3,5-dinitrobenzene as a beige solid. The reactants are COC(=O)C(C)NS(=O)(=O)N1CCN(C(=O)OC(C)(C)C)CC1, ClCCl, COC(=O)C(N)C(C)C, COC(=O)C(C)N, Cl, C1COCCO1. Yields the product COC(=O)C(C)NS(=O)(=O)N1CCNCC1. As a reaction SMILES: [C:2]([O:3][C:4](=[O:5])[N:9]1[CH2:10][CH2:11][N:12]([S:15](=[O:16])(=[O:17])[NH:18][CH:19]([C:20](=[O:21])[O:22][CH3:23])[CH3:24])[CH2:13][CH2:14]1)([CH3:6])([CH3:7])[CH3:8].[CH2:41]([Cl:42])[Cl:43].[CH3:25][O:26][C:27](=[O:28])[CH:29]([CH:30]([CH3:31])[CH3:32])[NH2:33].[CH3:34][O:35][C:36](=[O:37])[CH:38]([CH3:39])[NH2:40].[ClH:1].[O:44]1[CH2:45][CH2:46][O:47][CH2:48][CH2:49]1>>[NH:9]1[CH2:10][CH2:11][N:12]([S:15](=[O:16])(=[O:17])[NH:18][CH:19]([C:20](=[O:21])[O:22][CH3:23])[CH3:24])[CH2:13][CH2:14]1. Starting materials: CN(C)C=O, CC(C)NC(C)C, CN1Cc2c(-c3noc(CCl)n3)ncn2-c2ccc(F)cc2C1=O. The product is CC(C)N(Cc1nc(-c2ncn3c2CN(C)C(=O)c2cc(F)ccc2-3)no1)C(C)C. RXN SMILES: [CH3:32][N:33]([CH3:34])[CH:35]=[O:36].[CH:25]([CH3:26])([CH3:27])[NH:28][CH:29]([CH3:30])[CH3:31].[Cl:1][CH2:2][c:3]1[n:4][c:5](-[c:8]2[n:9][cH:10][n:11]3[c:12]2[CH2:13][N:14]([CH3:24])[C:15](=[O:23])[c:16]2[c:17]-3[cH:18][cH:19][c:20]([F:22])[cH:21]2)[n:6][o:7]1>>[CH2:2]([c:3]1[n:4][c:5](-[c:8]2[n:9][cH:10][n:11]3[c:12]2[CH2:13][N:14]([CH3:24])[C:15](=[O:23])[c:16]2[c:17]-3[cH:18][cH:19][c:20]([F:22])[cH:21]2)[n:6][o:7]1)[N:28]([CH:25]([CH3:26])[CH3:27])[CH:29]([CH3:30])[CH3:31]. Reactants: CS(C)=O, COC(=O)C(C)(NC(=O)C(C)c1ccc(Cl)cc1)C(C)C, Cl, [Na+], [OH-]. The product is CC(C(=O)NC(C)(C(=O)O)C(C)C)c1ccc(Cl)cc1. As a reaction SMILES: [CH3:25][S:26](=[O:27])[CH3:28].[Cl:1][c:2]1[cH:3][cH:4][c:5]([CH:8]([C:9](=[O:10])[NH:11][C:12]([C:13](=[O:14])[O:15][CH3:16])([CH:17]([CH3:18])[CH3:19])[CH3:20])[CH3:21])[cH:6][cH:7]1.[ClH:24].[Na+:23].[OH-:22]>>[Cl:1][c:2]1[cH:3][cH:4][c:5]([CH:8]([C:9](=[O:10])[NH:11][C:12]([C:13](=[O:14])[OH:15])([CH:17]([CH3:18])[CH3:19])[CH3:20])[CH3:21])[cH:6][cH:7]1. Reactants: BrCC1CC1, CS(C)=O, [K+], Nc1cc[nH]n1, [OH-]. The product is Nc1ccn(CC2CC2)n1. As a reaction SMILES: [Br:9][CH2:10][CH:11]1[CH2:12][CH2:13]1.[CH3:14][S:15]([CH3:16])=[O:17].[K+:8].[NH2:1][c:2]1[n:3][nH:4][cH:5][cH:6]1.[OH-:7]>>[NH2:1][c:2]1[n:3][n:4]([CH2:10][CH:11]2[CH2:12][CH2:13]2)[cH:5][cH:6]1. As a reaction SMILES: [CH3:1][N:2]1[C:6]([C:7]2[S:8][C:9]3[N:10]=[CH:11][N:12]=[C:13]([NH2:16])[C:14]=3[N:15]=2)=[C:5]([C:17]2[CH:22]=[CH:21][CH:20]=[CH:19][CH:18]=2)[N:4]=[C:3]1[C:23]#[C:24][Si](C)(C)C.[CH3:29][N:30]([CH3:34])[CH2:31]C#C>>[CH3:29][N:30]([CH3:34])[CH2:31][C:24]#[C:23][C:3]1[N:2]([CH3:1])[C:6]([C:7]2[S:8][C:9]3[N:10]=[CH:11][N:12]=[C:13]([NH2:16])[C:14]=3[N:15]=2)=[C:5]([C:17]2[CH:18]=[CH:19][CH:20]=[CH:21][CH:22]=2)[N:4]=1. Procedure: The title compound was prepared by a similar process to that described for Intermediate 45 but using 1-dimethylamino-2-propyne in place of trimethylsilyl acetylene. Colourless solid (25 mg, 64%); The product is CN(CC#CC=1N(C(=C(N1)C1=CC=CC=C1)C=1SC=2N=CN=C(C2N1)N)C)C (2-{2-[3-(Dimethylamino)prop-1-yn-1-yl]-1-methyl-4-phenyl-1H-imidazol-5-yl}[1,3]thiazolo[5,4-d]pyrimidin-7-amine). The reactants are CN1C(=NC(=C1C=1SC=2N=CN=C(C2N1)N)C1=CC=CC=C1)C#C[Si](C)(C)C (2-{1-Methyl-4-phenyl-2-[(trimethylsilyl)ethynyl]-1H-imidazol-5-yl}[1,3]thiazolo[5,4-d]pyrimidin-7-amine), CN(CC#C)C (1-dimethylamino-2-propyne), solid.